This data is from the Open Reaction Database (ORD), a public repository of structured organic reaction records. The task is: describe an organic reaction: reactants, conditions, products, and yield Reactants: CN1CCNCC1, ClCCl, [Na+], O=C([O-])O, Cc1nc(C)c(C(=O)OCCC(c2ccccc2)c2ccccc2)c(-c2cccc(Cl)c2)c1C(=O)O. Product: Cc1cc(-c2cccc(Cl)c2)c(C(=O)OCCC(c2ccccc2)c2ccccc2)c(C)n1. Reaction SMILES: [CH3:1][N:2]1[CH2:3][CH2:4][NH:5][CH2:6][CH2:7]1.[Cl:49][CH2:50][Cl:51].[Na+:44].[OH:45][C:46](=[O:47])[O-:48].[c:8]1([CH:14]([CH2:15][CH2:16][O:17][C:18](=[O:19])[c:20]2[c:21]([CH3:37])[n:22][c:23]([CH3:36])[c:24]([C:33]([OH:34])=[O:35])[c:25]2-[c:26]2[cH:27][c:28]([Cl:32])[cH:29][cH:30][cH:31]2)[c:38]2[cH:39][cH:40][cH:41][cH:42][cH:43]2)[cH:9][cH:10][cH:11][cH:12][cH:13]1>>[c:8]1([CH:14]([CH2:15][CH2:16][O:17][C:18](=[O:19])[c:20]2[c:21]([CH3:37])[n:22][c:23]([CH3:36])[cH:24][c:25]2-[c:26]2[cH:27][c:28]([Cl:32])[cH:29][cH:30][cH:31]2)[c:38]2[cH:39][cH:40][cH:41][cH:42][cH:43]2)[cH:9][cH:10][cH:11][cH:12][cH:13]1. The reactants are Brc1ccccc1OCc1ccccc1, C1CCC2OC2C1, [Cl-], [Mg], C1CCOC1. Yields the product OC1CCCCC1c1ccccc1OCc1ccccc1. Reaction SMILES: [CH2:2]([c:3]1[cH:4][cH:5][cH:6][cH:7][cH:8]1)[O:9][c:10]1[c:11]([Br:16])[cH:12][cH:13][cH:14][cH:15]1.[CH:18]12[CH:19]([CH2:20][CH2:21][CH2:22][CH2:23]1)[O:24]2.[Cl-:17].[Mg:1].[O:25]1[CH2:26][CH2:27][CH2:28][CH2:29]1>>[CH2:2]([c:3]1[cH:4][cH:5][cH:6][cH:7][cH:8]1)[O:9][c:10]1[c:11]([CH:18]2[CH:19]([OH:24])[CH2:20][CH2:21][CH2:22][CH2:23]2)[cH:12][cH:13][cH:14][cH:15]1.